This data is from the Open Reaction Database (ORD), a public repository of structured organic reaction records. The task is: describe an organic reaction: reactants, conditions, products, and yield The reactants are C, CO, CN(CCCN(C)C(=O)c1ccc([N+](=O)[O-])cc1F)C(=O)OC(C)(C)C, [H][H], [Pd]. Product: CN(CCCN(C)C(=O)c1ccc(N)cc1F)C(=O)OC(C)(C)C. Reaction SMILES: [C:31].[CH3:29][OH:30].[F:1][c:2]1[c:3]([C:11](=[O:12])[N:13]([CH2:14][CH2:15][CH2:16][N:17]([C:18]([O:19][C:20]([CH3:21])([CH3:22])[CH3:23])=[O:24])[CH3:25])[CH3:26])[cH:4][cH:5][c:6]([N+:8]([O-:9])=[O:10])[cH:7]1.[H:27][H:28].[Pd:32]>>[F:1][c:2]1[c:3]([C:11](=[O:12])[N:13]([CH2:14][CH2:15][CH2:16][N:17]([C:18]([O:19][C:20]([CH3:21])([CH3:22])[CH3:23])=[O:24])[CH3:25])[CH3:26])[cH:4][cH:5][c:6]([NH2:8])[cH:7]1.